From a dataset of the Open Reaction Database (ORD), a public repository of structured organic reaction records. describe an organic reaction: reactants, conditions, products, and yield Starting materials: CC(C)(C)OC(=O)NCC(=O)ON1C(=O)CCC1=O, CCN(C(C)C)C(C)C, ClCCl, Nc1cnn2c1NCCC2, O=S(=O)(O)O. The product is CC(C)(C)OC(=O)NCC(=O)Nc1cnn2c1NCCC2. Reaction SMILES: [C:25]([CH3:26])([CH3:27])([CH3:28])[O:29][C:30](=[O:31])[NH:32][CH2:33][C:34](=[O:35])[O:36][N:37]1[C:38](=[O:39])[CH2:40][CH2:41][C:42]1=[O:43].[CH2:16]([N:17]([CH:18]([CH3:19])[CH3:20])[CH:21]([CH3:22])[CH3:23])[CH3:24].[CH2:44]([Cl:45])[Cl:46].[NH2:6][c:7]1[cH:8][n:9][n:10]2[c:11]1[NH:12][CH2:13][CH2:14][CH2:15]2.[S:1](=[O:2])(=[O:3])([OH:4])[OH:5]>>[NH:6]([c:7]1[cH:8][n:9][n:10]2[c:11]1[NH:12][CH2:13][CH2:14][CH2:15]2)[C:34]([CH2:33][NH:32][C:30]([O:29][C:25]([CH3:26])([CH3:27])[CH3:28])=[O:31])=[O:35]. Reaction SMILES: [OH:1][CH2:2][C:3]1[CH:4]=[C:5]([CH:10]=[C:11]([CH3:13])[N:12]=1)[C:6]([O:8][CH3:9])=[O:7].[OH2:14]>C(Cl)(Cl)(Cl)Cl.CC#N>[CH3:9][O:8][C:6]([C:5]1[CH:10]=[C:11]([CH3:13])[N:12]=[C:3]([C:2]([OH:14])=[O:1])[CH:4]=1)=[O:7]. Conditions: time 2 hour. The solvent is C(Cl)(Cl)(Cl)Cl (CCl4), CC#N (CH3CN). Procedure: To a stirring mixture of 51.6 mg (0.283 mmol) of methyl 2-(hydroxymethyl)-6-methylisonicotinate in 1.6 mL of CCl4, 1.6 mL of CH3CN, and 2.4 mL of H2O was added 348 mg (1.63 mmol) of NaIO4, and 8.8 mg (0.0424 mmol) of RuCl3.(H2O)n. After 2 h, 6 mg of RuCl3.(H2O)n was added, and after 2.5 h the mixture was filtered through Celite twice with EtOAc and MeOH. The solution was concentrated and then reconcentrated with MeOH (2×) to remove H2O. Crude 4-(methoxycarbonyl)-6-methylpicolinic acid was used i... Reactants: OCC=1C=C(C(=O)OC)C=C(N1)C (methyl 2-(hydroxymethyl)-6-methylisonicotinate), O (H2O), RuCl3, NaIO4, RuCl3. The product is COC(=O)C1=CC(=NC(=C1)C)C(=O)O (4-(methoxycarbonyl)-6-methylpicolinic acid). The reactants are NC1=NC=C(C2=C1C(=CS2)C2=CC(=C(C=C2)NC(=O)C=2N(C1=CC=CC=C1C2)C)OC)I (N-[4-(4-amino-7-iodothieno [3,2-c]pyridin-3-yl)-2-methoxyphenyl]-1-methyl-1H-indole-2-carboxamide), [Cu]C#N (copper(I) cyanide). Reagents/catalysts: [C-]#N.C(C)[N+](CC)(CC)CC (tetraethylammonium cyanide), C=1C=CC(=CC1)/C=C/C(=O)/C=C/C2=CC=CC=C2.C=1C=CC(=CC1)/C=C/C(=O)/C=C/C2=CC=CC=C2.C=1C=CC(=CC1)/C=C/C(=O)/C=C/C2=CC=CC=C2.[Pd].[Pd] (Tris(dibenzylideneacetone)-dipalladium(0)), C1(=CC=CC=C1)P([C-]1C=CC=C1)C1=CC=CC=C1.[C-]1(C=CC=C1)P(C1=CC=CC=C1)C1=CC=CC=C1.[Fe+2] (1,1′-bis(diphenylphosphino)ferrocene). The solvent is O1CCOCC1 (1,4-dioxane). Yields the product NC1=NC=C(C2=C1C(=CS2)C2=CC(=C(C=C2)NC(=O)C=2N(C1=CC=CC=C1C2)C)OC)C#N (N-[4-(4-amino-7-cyanothieno [3,2-c]pyridin-3-yl)-2-methoxyphenyl]-1-methyl-1H-indole-2-carboxamide). The yield is 12.2%. Reaction SMILES: [NH2:1][C:2]1[C:7]2[C:8]([C:11]3[CH:16]=[CH:15][C:14]([NH:17][C:18]([C:20]4[N:21]([CH3:29])[C:22]5[C:27]([CH:28]=4)=[CH:26][CH:25]=[CH:24][CH:23]=5)=[O:19])=[C:13]([O:30][CH3:31])[CH:12]=3)=[CH:9][S:10][C:6]=2[C:5](I)=[CH:4][N:3]=1.[Cu][C:34]#[N:35]>[C-]#N.C([N+](CC)(CC)CC)C.O1CCOCC1.C1C=CC(/C=C/C(/C=C/C2C=CC=CC=2)=O)=CC=1.C1C=CC(/C=C/C(/C=C/C2C=CC=CC=2)=O)=CC=1.C1C=CC(/C=C/C(/C=C/C2C=CC=CC=2)=O)=CC=1.[Pd].[Pd].C1(P(C2C=CC=CC=2)[C-]2C=CC=C2)C=CC=CC=1.[C-]1(P(C2C=CC=CC=2)C2C=CC=CC=2)C=CC=C1.[Fe+2]>[NH2:1][C:2]1[C:7]2[C:8]([C:11]3[CH:16]=[CH:15][C:14]([NH:17][C:18]([C:20]4[N:21]([CH3:29])[C:22]5[C:27]([CH:28]=4)=[CH:26][CH:25]=[CH:24][CH:23]=5)=[O:19])=[C:13]([O:30][CH3:31])[CH:12]=3)=[CH:9][S:10][C:6]=2[C:5]([C:34]#[N:35])=[CH:4][N:3]=1 |f:2.3,5.6.7.8.9,10.11.12|. Procedure: N-[4-(4-amino-7-iodothieno [3,2-c]pyridin-3-yl)-2-methoxyphenyl]-1-methyl-1H-indole-2-carboxamide (A-796259.0, 100 mg, 0.36 mmol), copper(I) cyanide (65 mg, 0.72 mmol), tetraethylammonium cyanide (28 mg, 0. 18 mmol), Tris(dibenzylideneacetone)-dipalladium(0) (7 mg, 0.007 mmol), and 1,1′-bis(diphenylphosphino)ferrocene (16 mg, 0.029 mmol) were purged and heated to 110° C. in 1,4-dioxane (2 mL) for 16 hours. The mixture was evaporated in vacuo, diluted with dichloromethane/methanol (95:5, 50 mL), ... Reactants: CCN(C(C)C)C(C)C, COC(=O)C(OC)c1ccc(NS(=O)(=O)CCCCl)cc1, Cl, CN(C)C=O, O. The product is COC(=O)C(OC)c1ccc(N2CCCS2(=O)=O)cc1. As a reaction SMILES: [CH:27]([N:28]([CH2:29][CH3:30])[CH:31]([CH3:32])[CH3:33])([CH3:34])[CH3:35].[Cl:1][CH2:2][CH2:3][CH2:4][S:5](=[O:6])(=[O:7])[NH:8][c:9]1[cH:10][cH:11][c:12]([CH:15]([C:16](=[O:17])[O:18][CH3:19])[O:20][CH3:21])[cH:13][cH:14]1.[ClH:37].[O:22]=[CH:23][N:24]([CH3:25])[CH3:26].[OH2:36]>>[CH2:2]1[CH2:3][CH2:4][S:5](=[O:6])(=[O:7])[N:8]1[c:9]1[cH:10][cH:11][c:12]([CH:15]([C:16](=[O:17])[O:18][CH3:19])[O:20][CH3:21])[cH:13][cH:14]1.